Dataset: the Open Reaction Database (ORD), a public repository of structured organic reaction records. Task: describe an organic reaction: reactants, conditions, products, and yield Starting materials: NC1=C(C(=O)OC)C=C(N=C1Br)Br (methyl 3-amino-2,6-dibromoisonicotinate), ClC=1C=C(C=CC1OC)B(O)O (3-chloro-4-methoxyphenylboronic acid), [F-].[Cs+] (cesium fluoride). The reagents and catalysts are C=1C=CC(=CC1)[P](C=2C=CC=CC2)(C=3C=CC=CC3)[Pd]([P](C=4C=CC=CC4)(C=5C=CC=CC5)C=6C=CC=CC6)([P](C=7C=CC=CC7)(C=8C=CC=CC8)C=9C=CC=CC9)[P](C=1C=CC=CC1)(C=1C=CC=CC1)C=1C=CC=CC1 (tetrakis(triphenylphosphine)palladium(0)). Reaction conditions: temperature 80 celsius. The product is NC1=C(C(=O)OC)C=C(N=C1C1=CC(=C(C=C1)OC)Cl)Br (methyl 3-amino-6-bromo-2-(3-chloro-4-methoxyphenyl)isonicotinate). The yield is 30.2%. RXN SMILES: [NH2:1][C:2]1[C:11](Br)=[N:10][C:9]([Br:13])=[CH:8][C:3]=1[C:4]([O:6][CH3:7])=[O:5].[Cl:14][C:15]1[CH:16]=[C:17](B(O)O)[CH:18]=[CH:19][C:20]=1[O:21][CH3:22].[F-].[Cs+]>C1C=CC([P]([Pd]([P](C2C=CC=CC=2)(C2C=CC=CC=2)C2C=CC=CC=2)([P](C2C=CC=CC=2)(C2C=CC=CC=2)C2C=CC=CC=2)[P](C2C=CC=CC=2)(C2C=CC=CC=2)C2C=CC=CC=2)(C2C=CC=CC=2)C2C=CC=CC=2)=CC=1>[NH2:1][C:2]1[C:11]([C:17]2[CH:18]=[CH:19][C:20]([O:21][CH3:22])=[C:15]([Cl:14])[CH:16]=2)=[N:10][C:9]([Br:13])=[CH:8][C:3]=1[C:4]([O:6][CH3:7])=[O:5] |f:2.3,^1:31,33,52,71|. Reported procedure: A vial containing a mixture of methyl 3-amino-2,6-dibromoisonicotinate (500 mg, 1.613 mmol), 3-chloro-4-methoxyphenylboronic acid (301 mg, 1.613 mmol), cesium fluoride (588 mg, 3.87 mmol), and tetrakis(triphenylphosphine)palladium(0) (112 mg, 0.097 mmol) was flushed with nitrogen. Dimethoxyethane (8 mL) was added and the reaction was heated at 80° C. for 18 hr. It was then partitioned between EtOAc and water and the organic phase was separated, washed with brine, dried with sodium sulfate, and t... Starting materials: CC(=CCCC(C)=CCOC1CCCCO1)CCC=O, CC(C)(C)O, CC=C(C)C, [O-][Cl+][O-], [Na+], [Na+], O, O=P([O-])(O)O. Product: CC(=CCOC1CCCCO1)CCC=C(C)CCC(=O)O. Reaction SMILES: [CH3:11][C:12]([CH2:13][CH2:14][CH:15]=[O:16])=[CH:17][CH2:18][CH2:19][C:20](=[CH:21][CH2:22][O:23][CH:24]1[O:25][CH2:26][CH2:27][CH2:28][CH2:29]1)[CH3:30].[CH3:32][C:33]([OH:34])([CH3:35])[CH3:36].[CH3:37][C:38](=[CH:39][CH3:40])[CH3:41].[Cl+:1]([O-:2])[O-:3].[Na+:10].[Na+:4].[OH2:31].[P:5](=[O:6])([O-:7])([OH:8])[OH:9]>>[OH:6][C:15]([CH2:14][CH2:13][C:12]([CH3:11])=[CH:17][CH2:18][CH2:19][C:20](=[CH:21][CH2:22][O:23][CH:24]1[O:25][CH2:26][CH2:27][CH2:28][CH2:29]1)[CH3:30])=[O:16]. Reactants: solution, [H-].[Al+3].[Li+].[H-].[H-].[H-] (lithium aluminum hydride), CC1CC2=C(C3=C(S2=O)C=CC=C3C3=CC=CC=C3)C1 (2-methyl-8-phenyl-1,2-dihydrobenzo[b]cyclopenta[d]thiophenone), O (water), C1(=CC=C(C=C1)S(=O)(=O)O)C (p-toluenesulfonic acid). The solvent is C(C)OCC (diethyl ether), C1(=CC=CC=C1)C (toluene), C1CCOC1 (THF). Run at time 4 hour. Yields the product CC1=CC2=C(C3=C(S2)C=CC=C3C3=CC=CC=C3)C1 (2-Methyl-8-phenylbenzo[b]cyclopenta[d]thiophene). Reaction SMILES: [CH3:1][CH:2]1[CH2:20][C:5]2[C:6]3[C:13]([C:14]4[CH:19]=[CH:18][CH:17]=[CH:16][CH:15]=4)=[CH:12][CH:11]=[CH:10][C:7]=3[S:8](=O)[C:4]=2[CH2:3]1.[H-].[Al+3].[Li+].[H-].[H-].[H-].O.C1(C)C=CC(S(O)(=O)=O)=CC=1>C1COCC1.C(OCC)C.C1(C)C=CC=CC=1>[CH3:1][C:2]1[CH2:20][C:5]2[C:6]3[C:13]([C:14]4[CH:19]=[CH:18][CH:17]=[CH:16][CH:15]=4)=[CH:12][CH:11]=[CH:10][C:7]=3[S:8][C:4]=2[CH:3]=1 |f:1.2.3.4.5.6|. Procedure details: A solution of 81.4 g of 2-methyl-8-phenyl-1,2-dihydrobenzo[b]cyclopenta[d]thiophenone (0.29 mol) (1a) in 800 ml of THF was admixed at 0° C. with 225 ml of a 1.0 molar solution of lithium aluminum hydride (0.23 mol) in diethyl ether. The mixture was stirred at room temperature for another 4 hours. 25 ml of water were then carefully added and the resulting suspension was filtered through a layer of Celite and dried over magnesium sulfate. After filtration, the solvent was removed and a brown vitre... Starting materials: CN1CCNCC1 (1-Methylpiperazine), ClC1=C(C=C(C(=C1)Cl)OC)NC1=C2C(=NC=C1C#N)C=C(S2)C2=CSC(=C2)C=O (7-[(2,4-dichloro-5-methoxyphenyl)amino]-2-(5-formylthien-3-yl)thieno[3,2-b]pyridine-6-carbonitrile), C(C)(=O)O[BH-](OC(C)=O)OC(C)=O.[Na+] (sodium triacetoxyborohydride). The reagents and catalysts are C(C)(=O)O (acetic acid). Run in ClCCl (dichloromethane), CN(C=O)C (N,N-dimethylformamide). Conditions: temperature 0 celsius, time 10 minute. The product is ClC1=C(C=C(C(=C1)Cl)OC)NC1=C2C(=NC=C1C#N)C=C(S2)C2=CSC(=C2)CN2CCN(CC2)C (7-[(2,4-dichloro-5-methoxyphenyl)amino]-2{5-[(4-methylpiperazin-1-yl)methyl]thien-3-y}thieno[3,2-b]pyridine-6-carbonitrile). The yield is 49.8%. RXN SMILES: [CH3:1][N:2]1[CH2:7][CH2:6][NH:5][CH2:4][CH2:3]1.[Cl:8][C:9]1[CH:14]=[C:13]([Cl:15])[C:12]([O:16][CH3:17])=[CH:11][C:10]=1[NH:18][C:19]1[C:24]([C:25]#[N:26])=[CH:23][N:22]=[C:21]2[CH:27]=[C:28]([C:30]3[CH:34]=[C:33]([CH:35]=O)[S:32][CH:31]=3)[S:29][C:20]=12.C(O[BH-](OC(=O)C)OC(=O)C)(=O)C.[Na+]>ClCCl.CN(C)C=O.C(O)(=O)C>[Cl:8][C:9]1[CH:14]=[C:13]([Cl:15])[C:12]([O:16][CH3:17])=[CH:11][C:10]=1[NH:18][C:19]1[C:24]([C:25]#[N:26])=[CH:23][N:22]=[C:21]2[CH:27]=[C:28]([C:30]3[CH:34]=[C:33]([CH2:35][N:5]4[CH2:6][CH2:7][N:2]([CH3:1])[CH2:3][CH2:4]4)[S:32][CH:31]=3)[S:29][C:20]=12 |f:2.3|. Reported procedure: 1-Methylpiperazine (70 μL, 0.63 mmol) is added to a suspension of 7-[(2,4-dichloro-5-methoxyphenyl)amino]-2-(5-formylthien-3-yl)thieno[3,2-b]pyridine-6-carbonitrile (225 mg, 0.49 mmol) in 4 mL of dichloromethane and 1 mL of N,N-dimethylformamide. The reaction mixture is cooled to 0° C. and sodium triacetoxyborohydride (520 mg, 2.45 mmol) is added. After stirring at 0° C. for 10 minutes, 2 drops of acetic acid are added and the reaction mixture is allowed to warm to room temperature and stirred f... Starting materials: [BH4-], CCOC(=O)c1cc2c(C)ccc3c2n1CCC3=O, CCO, [Na+], C1CCOC1. The product is CCOC(=O)c1cc2c(C)ccc3c2n1CCC3O. As a reaction SMILES: [BH4-:25].[CH3:1][c:2]1[cH:3][cH:4][c:5]2[c:10]3[n:9]([c:13]([C:14](=[O:15])[O:16][CH2:17][CH3:18])[cH:12][c:11]13)[CH2:8][CH2:7][C:6]2=[O:19].[CH3:27][CH2:28][OH:29].[Na+:26].[O:20]1[CH2:21][CH2:22][CH2:23][CH2:24]1>>[CH3:1][c:2]1[cH:3][cH:4][c:5]2[c:10]3[n:9]([c:13]([C:14](=[O:15])[O:16][CH2:17][CH3:18])[cH:12][c:11]13)[CH2:8][CH2:7][CH:6]2[OH:19].